Dataset: the Open Reaction Database (ORD), a public repository of structured organic reaction records. Task: describe an organic reaction: reactants, conditions, products, and yield Reactants: C(C)(=O)OC(C)=O (acetic anhydride), ClC=1C(=NN(C1OC(F)F)C)N1N=CC(=C1C=O)C#N (1-(4-chlor-5-difluormethoxy-1-methyl-3-pyrazolyl)-5-formyl-4-pyrazol-carbonitrile), C(C)(=O)[O-].[Na+] (sodium acetate). The reagents and catalysts are B(F)(F)F.CCOCC (boron trifluoride-etherate). The solvent is C(C)(=O)OCC (ethyl acetate). Reaction conditions: time 1.5 hour. Product: ClC=1C(=NN(C1OC(F)F)C)N1N=CC(=C1C(OC(C)=O)OC(C)=O)C#N (1(4-chlor-5-difluormethoxy-1-methyl-3-pyrazolyl)-5-(1,1-diacetoxymethyl)-pyrazol-4-carbonitrile). Reaction SMILES: [C:1]([O:4][C:5](=[O:7])[CH3:6])(=[O:3])[CH3:2].[Cl:8][C:9]1[C:10]([N:19]2C(C=O)=[C:22]([C:26]#[N:27])[CH:21]=[N:20]2)=[N:11][N:12]([CH3:18])[C:13]=1[O:14][CH:15]([F:17])[F:16].[C:28]([O-])(=[O:30])[CH3:29].[Na+]>B(F)(F)F.CCOCC.C(OCC)(=O)C>[Cl:8][C:9]1[C:10]([N:19]2[C:2]([CH:1]([O:3][C:28](=[O:30])[CH3:29])[O:4][C:5](=[O:7])[CH3:6])=[C:22]([C:26]#[N:27])[CH:21]=[N:20]2)=[N:11][N:12]([CH3:18])[C:13]=1[O:14][CH:15]([F:17])[F:16] |f:2.3,4.5|. Procedure: 5 ml acetic anhydride is cooled to 0°-5° C. and 2 drops boron trifluoride-etherate are added. Then 2.3 g (7.6 mmol) 1-(4-chlor-5-difluormethoxy-1-methyl-3-pyrazolyl)-5-formyl-4-pyrazol-carbonitrile is slowly added dropwise and stirring is continued for another 1.5 hours at room temperature. 9 ml of 10% sodium acetate solution is added, stirring is continued for 20 minutes at room temperature and then the mixture is shaken up with ethyl acetate. The combined ethyl acetate phases are washed with a...